From a dataset of the Open Reaction Database (ORD), a public repository of structured organic reaction records. describe an organic reaction: reactants, conditions, products, and yield Reactants: C1CCOC1, CNC(=O)C=Cc1cc(OC)cc(-c2ccc3cc(OC)ccc3c2)c1, CCO, [OH-], [OH-], [Pd+2]. The product is CNC(=O)CCc1cc(OC)cc(-c2ccc3cc(OC)ccc3c2)c1. As a reaction SMILES: [CH2:30]1[O:31][CH2:32][CH2:33][CH2:34]1.[CH3:1][O:2][c:3]1[cH:4][c:5]([CH:21]=[CH:22][C:23](=[O:24])[NH:25][CH3:26])[cH:6][c:7](-[c:9]2[cH:10][c:11]3[cH:12][cH:13][c:14]([O:19][CH3:20])[cH:15][c:16]3[cH:17][cH:18]2)[cH:8]1.[CH3:27][CH2:28][OH:29].[OH-:35].[OH-:36].[Pd+2:37]>>[CH3:1][O:2][c:3]1[cH:4][c:5]([CH2:21][CH2:22][C:23](=[O:24])[NH:25][CH3:26])[cH:6][c:7](-[c:9]2[cH:10][c:11]3[cH:12][cH:13][c:14]([O:19][CH3:20])[cH:15][c:16]3[cH:17][cH:18]2)[cH:8]1. Starting materials: O1C(COC2=C1C=CC=C2)CN2CC(CCC2)(C)COC (1-(2,3-dihydrobenzo[1,4]dioxin-2-ylmethyl)-3-methoxymethyl-3-methylpiperidine), C(C)I (ethyl iodide). The product is O1C(COC2=C1C=CC=C2)CN2CC(CCC2)(C)COCC (1-(2,3-Dihydrobenzo[1,4]dioxin-2-ylmethyl)-3-ethoxymethyl-3-methylpiperidine). As a reaction SMILES: [O:1]1[C:6]2[CH:7]=[CH:8][CH:9]=[CH:10][C:5]=2[O:4][CH2:3][CH:2]1[CH2:11][N:12]1[CH2:17][CH2:16][CH2:15][C:14]([CH2:19][O:20][CH3:21])([CH3:18])[CH2:13]1.[CH2:22](I)C>>[O:1]1[C:6]2[CH:7]=[CH:8][CH:9]=[CH:10][C:5]=2[O:4][CH2:3][CH:2]1[CH2:11][N:12]1[CH2:17][CH2:16][CH2:15][C:14]([CH2:19][O:20][CH2:21][CH3:22])([CH3:18])[CH2:13]1. Reported procedure: Prepared according to the procedure described for 1-(2,3-dihydrobenzo[1,4]dioxin-2-ylmethyl)-3-methoxymethyl-3-methylpiperidine except that ethyl iodide was used instead of methyl iodide. The reactants are C(C(C)C)N(C(=O)C=1C=C(C=C(C1)C1=CC=C(C=C1)C)C(=O)O)C (5-(isobutyl(methyl)carbamoyl)-4′-methylbiphenyl-3-carboxylic acid), Cl.CN(CCCN=C=NCC)C (N-(3-dimethylaminopropyl)-N′-ethylcarbodiimide hydrochloride), O.ON1N=NC2=C1C=CC=C2 (1-hydroxybenzotriazole hydrate), N[C@H](CO)C=1C=NC(=CC1)OC ((S)-2-amino-2-(6-methoxypyridin-3-yl)ethanol), C(C)(C)N(C(C)C)CC (N,N-diisopropylethylamine). Run in C(Cl)Cl (CH2Cl2). Conditions: time 8 hour. Yields the product OC[C@H](C=1C=NC(=CC1)OC)NC(=O)C=1C=C(C=C(C1)C(=O)N(C)CC(C)C)C1=CC=C(C=C1)C ((S)—N3-(2-Hydroxy-1-(6-methoxypyridin-3-yl)ethyl)-N5-isobutyl-N5,4′-dimethylbiphenyl-3,5-dicarboxamide). As a reaction SMILES: [CH2:1]([N:5]([CH3:24])[C:6]([C:8]1[CH:9]=[C:10]([C:21]([OH:23])=O)[CH:11]=[C:12]([C:14]2[CH:19]=[CH:18][C:17]([CH3:20])=[CH:16][CH:15]=2)[CH:13]=1)=[O:7])[CH:2]([CH3:4])[CH3:3].Cl.CN(C)CCCN=C=NCC.O.ON1C2C=CC=CC=2N=N1.[NH2:48][C@@H:49]([C:52]1[CH:53]=[N:54][C:55]([O:58][CH3:59])=[CH:56][CH:57]=1)[CH2:50][OH:51].C(N(CC)C(C)C)(C)C>C(Cl)Cl>[OH:51][CH2:50][C@@H:49]([NH:48][C:21]([C:10]1[CH:11]=[C:12]([C:14]2[CH:15]=[CH:16][C:17]([CH3:20])=[CH:18][CH:19]=2)[CH:13]=[C:8]([C:6]([N:5]([CH2:1][CH:2]([CH3:4])[CH3:3])[CH3:24])=[O:7])[CH:9]=1)=[O:23])[C:52]1[CH:53]=[N:54][C:55]([O:58][CH3:59])=[CH:56][CH:57]=1 |f:1.2,3.4|. Procedure details: To a mixture of 5-(isobutyl(methyl)carbamoyl)-4′-methylbiphenyl-3-carboxylic acid (35 mg, 0.11 mmol), N-(3-dimethylaminopropyl)-N′-ethylcarbodiimide hydrochloride (41 mg, 0.22 mmol), 1-hydroxybenzotriazole hydrate (16 mg, 0.11 mmol), CH2Cl2 (3 mL) were added (S)-2-amino-2-(6-methoxypyridin-3-yl)ethanol (27 mg, 0.16 mmol) (WO 2008/130481) and N,N-diisopropylethylamine (28 pt, 0.16 mmol). The mixture was stirred at room temperature overnight, and then concentrated in vacuo. The residue was purifie... The reactants are CC(C)(C)OC(=O)N1CCc2nc(CCCCN3CCN(c4ccc5ccccc5n4)CC3)n(N)c(=O)c2C1, [Na+], O=C([O-])O. Product: Nn1c(CCCCN2CCN(c3ccc4ccccc4n3)CC2)nc2c(c1=O)CNCC2. RXN SMILES: [NH2:1][n:2]1[c:3]([CH2:20][CH2:21][CH2:22][CH2:23][N:24]2[CH2:25][CH2:26][N:27]([c:30]3[n:31][c:32]4[cH:33][cH:34][cH:35][cH:36][c:37]4[cH:38][cH:39]3)[CH2:28][CH2:29]2)[n:4][c:5]2[c:6]([c:7]1=[O:8])[CH2:9][N:10]([C:13]([O:14][C:15]([CH3:16])([CH3:17])[CH3:18])=[O:19])[CH2:11][CH2:12]2.[Na+:40].[OH:41][C:42](=[O:43])[O-:44]>>[NH2:1][n:2]1[c:3]([CH2:20][CH2:21][CH2:22][CH2:23][N:24]2[CH2:25][CH2:26][N:27]([c:30]3[n:31][c:32]4[cH:33][cH:34][cH:35][cH:36][c:37]4[cH:38][cH:39]3)[CH2:28][CH2:29]2)[n:4][c:5]2[c:6]([c:7]1=[O:8])[CH2:9][NH:10][CH2:11][CH2:12]2. Procedure: To a solution of 3-[2-(trifluoromethyl)-4′-(difluoromethoxy)benzhydryloxy]azetidine hydrochloride (175) (100 mg, 0.24 mmol) in anhydrous DCM (4 mL) was added MP-carbonate (2.62 mmol/g; 280 mg, 0.72 mmol), molecular sieves and cyclohexyl isocyanate (32 μL, 0.24 mmol). After shaking at ambient temperature for 2 h, the mixture was poured onto a DCM-wet SCX-2 cartridge (2 g). Elution with DCM (20 mL) and evaporation afforded the desired product (91 mg, 75%). Isolated yield 76.1%. Run at time 2 hour. Run in C(Cl)Cl (DCM), C(Cl)Cl (DCM). Product: FC(C1=C(C(C2=CC=C(C=C2)OC(F)F)OC2CN(C2)C(=O)NC2CCCCC2)C=CC=C1)(F)F (3-[2-(trifluoromethyl)-4′-(difluoromethoxy)benzhydryloxy]-N-(cyclohexyl)azetidine-1-carboxamide). RXN SMILES: Cl.[F:2][C:3]([F:27])([F:26])[C:4]1[CH:25]=[CH:24][CH:23]=[CH:22][C:5]=1[CH:6]([O:17][CH:18]1[CH2:21][NH:20][CH2:19]1)[C:7]1[CH:12]=[CH:11][C:10]([O:13][CH:14]([F:16])[F:15])=[CH:9][CH:8]=1.C(=O)([O-])[O-].[CH:32]1([N:38]=[C:39]=[O:40])[CH2:37][CH2:36][CH2:35][CH2:34][CH2:33]1>C(Cl)Cl>[F:27][C:3]([F:2])([F:26])[C:4]1[CH:25]=[CH:24][CH:23]=[CH:22][C:5]=1[CH:6]([O:17][CH:18]1[CH2:21][N:20]([C:39]([NH:38][CH:32]2[CH2:37][CH2:36][CH2:35][CH2:34][CH2:33]2)=[O:40])[CH2:19]1)[C:7]1[CH:12]=[CH:11][C:10]([O:13][CH:14]([F:15])[F:16])=[CH:9][CH:8]=1 |f:0.1|. The reactants are Cl.FC(C1=C(C(C2=CC=C(C=C2)OC(F)F)OC2CNC2)C=CC=C1)(F)F (3-[2-(trifluoromethyl)-4′-(difluoromethoxy)benzhydryloxy]azetidine hydrochloride), C([O-])([O-])=O (carbonate), C1(CCCCC1)N=C=O (cyclohexyl isocyanate). The reactants are CC1(C=2C=CC(=CC2C(=CC1)C=1SC(=C(N1)C)C)C#CC1=CC=C(C(=O)OCC)C=C1)C (ethyl 4-[5,6-dihydro-5,5-dimethyl-8-(4,5-dimethylthiazol-2-yl)-2-naphthalenyl)ethynylbenzoate), CC1(C=2C=CC(=CC2C(=CC1)C=1SC(=C(N1)C)C)C#CC1=CC=C(C(=O)OCC)C=C1)C (ethyl 4-[5,6-dihydro-5,5-dimethyl-8-(4,5-dimethylthiazol-2-yl)-2-naphthalenyl)ethynylbenzoate), [OH-].[Na+] (NaOH). Run in CCO (EtOH). Conditions: temperature 50 celsius. Yields the product CC1(C=2C=CC(=CC2C(=CC1)C=1SC(=C(N1)C)C)C#CC1=CC=C(C(=O)O)C=C1)C (4-[(5,6-Dihydro-5,5-dimethyl-8-(4,5-dimethylthiazol-2-yl)-2-naphthalenyl)ethynyl]benzoic acid). Reaction SMILES: [CH3:1][C:2]1([CH3:32])[CH2:11][CH:10]=[C:9]([C:12]2[S:13][C:14]([CH3:18])=[C:15]([CH3:17])[N:16]=2)[C:8]2[CH:7]=[C:6]([C:19]#[C:20][C:21]3[CH:31]=[CH:30][C:24]([C:25]([O:27]CC)=[O:26])=[CH:23][CH:22]=3)[CH:5]=[CH:4][C:3]1=2.[OH-].[Na+]>CCO>[CH3:1][C:2]1([CH3:32])[CH2:11][CH:10]=[C:9]([C:12]2[S:13][C:14]([CH3:18])=[C:15]([CH3:17])[N:16]=2)[C:8]2[CH:7]=[C:6]([C:19]#[C:20][C:21]3[CH:22]=[CH:23][C:24]([C:25]([OH:27])=[O:26])=[CH:30][CH:31]=3)[CH:5]=[CH:4][C:3]1=2 |f:1.2|. Procedure: To a solution of ethyl 4-[5,6-dihydro-5,5-dimethyl-8-(4,5-dimethylthiazol-2-yl)-2-naphthalenyl)ethynylbenzoate (Compound 17) (58.0 mg, 0.13 mmol) and 4 ml of EtOH at room temperature was added aqueous NaOH (1 ml, 1 M, 1 mmol). The resulting solution was warmed to 50° C. for 1 hour and concentrated in vacuo. The residue was suspended in a solution of CH2Cl2 and ether (5:1) and acidified to pH 5 with 1M aqueous HCl. The layers were separated and the organic layer was washed with brine, dried Na2SO...